Dataset: the Open Reaction Database (ORD), a public repository of structured organic reaction records. Task: describe an organic reaction: reactants, conditions, products, and yield The reactants are COC(=O)c1ccc(C(=O)N(C)CCCN(C)C(=O)OCc2ccccc2)nc1, CO, [Na+], [OH-]. Yields the product CN(CCCN(C)C(=O)c1ccc(C(=O)O)cn1)C(=O)OCc1ccccc1. Reaction SMILES: [CH2:1]([c:2]1[cH:3][cH:4][cH:5][cH:6][cH:7]1)[O:8][C:9](=[O:10])[N:11]([CH2:12][CH2:13][CH2:14][N:15]([C:16](=[O:17])[c:18]1[cH:19][cH:20][c:21]([C:24](=[O:25])[O:26][CH3:27])[cH:22][n:23]1)[CH3:28])[CH3:29].[CH3:32][OH:33].[Na+:31].[OH-:30]>>[CH2:1]([c:2]1[cH:3][cH:4][cH:5][cH:6][cH:7]1)[O:8][C:9](=[O:10])[N:11]([CH2:12][CH2:13][CH2:14][N:15]([C:16](=[O:17])[c:18]1[cH:19][cH:20][c:21]([C:24](=[O:25])[OH:26])[cH:22][n:23]1)[CH3:28])[CH3:29].